Dataset: the Open Reaction Database (ORD), a public repository of structured organic reaction records. Task: describe an organic reaction: reactants, conditions, products, and yield Run in CO (methanol), C(C)N(CC)CC (triethylamine). Reaction SMILES: [NH2:1][CH2:2][CH2:3][C:4]([C:16]1[CH:21]=[CH:20][C:19]([Cl:22])=[C:18]([Cl:23])[CH:17]=1)([OH:15])[CH2:5][O:6][C:7]1[CH:12]=[CH:11][C:10]([O:13][CH3:14])=[CH:9][CH:8]=1.S([O-])([O-])(=O)=O.[Mg+2].[CH:30](=O)[C:31]1[CH:36]=[CH:35][CH:34]=[CH:33][CH:32]=1.[BH4-].[Na+]>CO.C(N(CC)CC)C>[CH2:30]([NH:1][CH2:2][CH2:3][C:4]([C:16]1[CH:21]=[CH:20][C:19]([Cl:22])=[C:18]([Cl:23])[CH:17]=1)([OH:15])[CH2:5][O:6][C:7]1[CH:12]=[CH:11][C:10]([O:13][CH3:14])=[CH:9][CH:8]=1)[C:31]1[CH:36]=[CH:35][CH:34]=[CH:33][CH:32]=1 |f:1.2,4.5|. Reaction conditions: time 1.5 hour. Product: C(C1=CC=CC=C1)NCCC(COC1=CC=C(C=C1)OC)(O)C1=CC(=C(C=C1)Cl)Cl (4-(benzylamino)-2-(3,4-dichlorophenyl)-1-(4-methoxyphenoxy)butan-2-ol). Procedure: To a solution of (2RS)-4-amino-2-(3,4-dichlorophenyl)-1-(4-methoxyphenoxy)butan-2-ol (6.7 g) in methanol (20 mL) were added magnesium sulfate (3.35 g), triethylamine (1.3 mL) and benzaldehyde (2.1 ml), and the mixture was stirred at room temperature for 1.5 hr. To the reaction mixture was added sodium borohydride (3.55 g), and the mixture was stirred at 0° C. for 10 min, and then stirred while warming to room temperature for 1.5 hr. The reaction mixture was filtered through celite, and the filtr... Reactants: [BH4-].[Na+] (sodium borohydride), NCCC(COC1=CC=C(C=C1)OC)(O)C1=CC(=C(C=C1)Cl)Cl ((2RS)-4-amino-2-(3,4-dichlorophenyl)-1-(4-methoxyphenoxy)butan-2-ol), S(=O)(=O)([O-])[O-].[Mg+2] (magnesium sulfate), C(C1=CC=CC=C1)=O (benzaldehyde). The solvent is CN(C=O)C (dimethylformamide). Conditions: time 1 hour. Isolated yield 33478.9%. Reported procedure: 3.1 g (70.7 mmole) of sodium hydride (as a 55% w/w dispersion in mineral oil) were added to a solution of 14.0 g (6,43 mmole) of diethyl acetamidomalonate dissolved in 150 ml of dimethylformamide, whilst ice-cooling, and the mixture was stirred for 1 hour. At the end of this time, 23.9 g (0.148 mmole) of 5-bromomethylisoxazole were added to the reaction mixture, which was then stirred at room temperature for 4.5 hours, The reaction mixture was then concentrated by evaporation under reduced press... RXN SMILES: [H-].[Na+].[C:3]([NH:6][CH:7]([C:13]([O:15][CH2:16][CH3:17])=[O:14])[C:8]([O:10][CH2:11][CH3:12])=[O:9])(=[O:5])[CH3:4].Br[CH2:19][C:20]1[O:24][N:23]=[CH:22][CH:21]=1>CN(C)C=O>[O:24]1[C:20]([CH2:19][CH2:4][C:3]([NH:6][CH:7]([C:13]([O:15][CH2:16][CH3:17])=[O:14])[C:8]([O:10][CH2:11][CH3:12])=[O:9])=[O:5])=[CH:21][CH:22]=[N:23]1 |f:0.1|. Product: O1N=CC=C1CCC(=O)NC(C(=O)OCC)C(=O)OCC (Diethyl 5-isoxazolylmethylacetamidomalonate). The reactants are [H-].[Na+] (sodium hydride), C(C)(=O)NC(C(=O)OCC)C(=O)OCC (diethyl acetamidomalonate), BrCC1=CC=NO1 (5-bromomethylisoxazole). The product is CNC(=O)C1=NC=CC(=C1)OC1=CC(=CC=C1)N (4-(3-Aminophenoxy)pyridine-2-carboxylic acid methylamide). Reaction SMILES: [CH3:1][NH:2][C:3]([C:5]1[CH:10]=[C:9]([O:11][C:12]2[CH:17]=[CH:16][C:15](N)=[CH:14][CH:13]=2)[CH:8]=[CH:7][N:6]=1)=[O:4].[NH2:19]C1C=CC(O)=CC=1>>[CH3:1][NH:2][C:3]([C:5]1[CH:10]=[C:9]([O:11][C:12]2[CH:17]=[CH:16][CH:15]=[C:14]([NH2:19])[CH:13]=2)[CH:8]=[CH:7][N:6]=1)=[O:4]. Reported procedure: The title compound was prepared in the same manner described for 4-(4-aminophenoxy)pyridine-2-carboxylic acid methylamide, substituting 3-aminophenol for 4-aminophenol. 1H-NMR (DMSO-d6) δ 8.75 (br q, J=4.8 Hz, 1H), 8.48 (d, J=6.3 Hz, 1H), 7.39 (d, J=2.1 Hz, 1H), 7.15 to 7.07 (m, 2H), 5.51 to 6.47 (m, 1H), 6.31 to 6.24 (m, 2H), 5.40 (s, 2H), 2.77 (d, J=5.1 Hz, 3H). Starting materials: CNC(=O)C1=NC=CC(=C1)OC1=CC=C(C=C1)N (4-(4-aminophenoxy)pyridine-2-carboxylic acid methylamide), NC1=CC=C(C=C1)O (4-aminophenol). Starting materials: C(=O)([O-])[O-].[K+].[K+] (K2CO3), C[C@]12CC[C@@H]3C4=CC(=C(C=C4CC[C@H]3[C@@H]1CCC2=O)O)OC (2-Methoxy estrone), crude mixture. Run in CN(C)C=O (DMF), CCOC(=O)C (EtOAc). Conditions: time 40 hour. Product: C(C1=CC=CC=C1)OCC1=CC=CC=C1 (Benzyl Ether). Isolated yield 379.6%. As a reaction SMILES: [CH3:1][C@@:2]12C(=O)CC[C@H:15]1[C@H:14]1[C@@H:5](C3C(CC1)=CC(O)=C(OC)C=3)[CH2:4][CH2:3]2.[C:23]([O-:26])([O-])=O.[K+].[K+]>CN(C=O)C.CCOC(C)=O>[CH2:1]([O:26][CH2:23][C:2]1[CH:15]=[CH:14][CH:5]=[CH:4][CH:3]=1)[C:2]1[CH:3]=[CH:4][CH:5]=[CH:14][CH:15]=1 |f:1.2.3|. Reported procedure: The 2-Methoxy estrone (0.521 g, 0.00173 mol) was dissolved in anhydrous DMF under nitrogen atmosphere, added K2CO3 (0.718 g, 0.00225 mol) and stirred at r.t. for approximately 40 h. The crude mixture was diluted with EtOAc, washed with water and brine. The organics were dried (MgSO4) and concentrated. The crude product was pre-absorbed onto silica gel, purified using Flash Master-2 system to give the benzylated compound 32 (0.651 g, 96%) as a chalky white solid: TLC (Rt, 0.4, EtOAc:Hexane, 3:7);... Reactants: Cc1cccc(CN2C(=O)c3ccccc3C2=O)n1, CCO, NN, O. Product: Cc1cccc(CN)n1. RXN SMILES: [CH3:1][c:2]1[cH:3][cH:4][cH:5][c:6]([CH2:8][N:9]2[C:10](=[O:11])[c:12]3[c:13]([cH:14][cH:15][cH:16][cH:17]3)[C:18]2=[O:19])[n:7]1.[CH3:23][CH2:24][OH:25].[NH2:21][NH2:22].[OH2:20]>>[CH3:1][c:2]1[cH:3][cH:4][cH:5][c:6]([CH2:8][NH2:9])[n:7]1. Starting materials: Cl, [Na+], [OH-], O, NS(=O)(=O)c1cc2c(Cl)nccc2s1. Product: NS(=O)(=O)c1cc2c(=O)[nH]ccc2s1. Reaction SMILES: [ClH:15].[Na+:17].[OH-:16].[OH2:18].[S:1]([NH2:2])(=[O:3])(=[O:4])[c:5]1[cH:6][c:7]2[c:8]([Cl:14])[n:9][cH:10][cH:11][c:12]2[s:13]1>>[S:1]([NH2:2])(=[O:3])(=[O:4])[c:5]1[cH:6][c:7]2[c:8](=[O:16])[nH:9][cH:10][cH:11][c:12]2[s:13]1. Reactants: COC=1C(NC2=C(C(C1)=O)C=C(C=C2C)C)=O (3-methoxy-7,9-dimethyl-1H-1-benzazepine-2,5-dione), CCO (EtOH). The solvent is C(Cl)Cl (CH2Cl2). Run at time 45 minute. Yields the product OC=1C(NC2=C(C(C1)=O)C=C(C=C2C)C)=O (3-Hydroxy-7,9-dimethyl-1H-1-benzazepine-2,5-dione). As a reaction SMILES: C[O:2][C:3]1[C:4](=[O:17])[NH:5][C:6]2[C:14]([CH3:15])=[CH:13][C:12]([CH3:16])=[CH:11][C:7]=2[C:8](=[O:10])[CH:9]=1.CCO>C(Cl)Cl>[OH:2][C:3]1[C:4](=[O:17])[NH:5][C:6]2[C:14]([CH3:15])=[CH:13][C:12]([CH3:16])=[CH:11][C:7]=2[C:8](=[O:10])[CH:9]=1. Procedure: To a stirred suspension of 3-methoxy-7,9-dimethyl-1H-1-benzazepine-2,5-dione (272 mg, 1.18 mmol) in dry CH2Cl2 (3 mL, distilled from CaH2 under N2, there was added a solution of BBr3 in CH2Cl2 (3 mL, 1M, Aldrich) in one portion over 10 seconds at rt. The reaction instantaneously became homogeneous and orange, then an orange precipitate formed after a few seconds. The reaction bubbled vigorously during the addition. The reaction was allowed to stir under N2 at rt for 45 min. The reaction was adde... Reactants: C=1(C=CC=C2C1C=CCCC2)C(=O)O (6,7-dihydro-5H-benzo[a]cycloheptene-1-carboxylic acid), Cl.C(C)N=C=NCCCN(C)C (1-ethyl-3-(3-dimethylaminopropyl)carbodiimide hydrochloride), O.ON1N=NC2=C1C=CC=C2 (1-hydroxybenzotriazole hydrate), FC(C(=O)O)(F)F (Trifluoroacetic acid), OC(C(CC1=CC(=CC=C1)OC(C(F)F)(F)F)NC(OC(C)(C)C)=O)C1=NC=C(C=C1)OC1=CC=CC=C1 (tert-butyl (1RS,2RS)-2-hydroxy-2-(5-phenoxypyridin-2-yl)-1-[3-(1,1,2,2-tetrafluoroethoxy)benzyl]ethylcarbamate), C(O)([O-])=O.[Na+] (sodium hydrogen carbonate). Solvent: O (water), C(C)#N (acetonitrile). Run at temperature 0 celsius, time 10 minute. Product: OC(C(CC1=CC(=CC=C1)OC(C(F)F)(F)F)NC(=O)C=1C=CC=C2C1C=CCCC2)C2=NC=C(C=C2)OC2=CC=CC=C2 (N-{(1RS,2RS)-2-hydroxy-2-(5-phenoxypyridin-2-yl)-1-[3-(1,1,2,2-tetrafluoroethoxy)benzyl]ethyl}-6,7-dihydro-5H-benzo[a][7]annulene-1-carboxamide). RXN SMILES: FC(F)(F)C(O)=O.[OH:8][CH:9]([C:33]1[CH:38]=[CH:37][C:36]([O:39][C:40]2[CH:45]=[CH:44][CH:43]=[CH:42][CH:41]=2)=[CH:35][N:34]=1)[CH:10]([NH:25][C:26](=[O:32])OC(C)(C)C)[CH2:11][C:12]1[CH:17]=[CH:16][CH:15]=[C:14]([O:18][C:19]([F:24])([F:23])[CH:20]([F:22])[F:21])[CH:13]=1.C(=O)([O-])O.[Na+].[C:51]1(C(O)=O)[CH:52]=[CH:53][CH:54]=[C:55]2[CH2:61][CH2:60][CH2:59][CH:58]=[CH:57][C:56]=12.Cl.C(N=C=NCCCN(C)C)C.O.ON1C2C=CC=CC=2N=N1>C(#N)C.O>[OH:8][CH:9]([C:33]1[CH:38]=[CH:37][C:36]([O:39][C:40]2[CH:45]=[CH:44][CH:43]=[CH:42][CH:41]=2)=[CH:35][N:34]=1)[CH:10]([NH:25][C:26]([C:54]1[CH:53]=[CH:52][CH:51]=[C:56]2[CH2:57][CH2:58][CH2:59][CH:60]=[CH:61][C:55]=12)=[O:32])[CH2:11][C:12]1[CH:17]=[CH:16][CH:15]=[C:14]([O:18][C:19]([F:23])([F:24])[CH:20]([F:22])[F:21])[CH:13]=1 |f:2.3,5.6,7.8|. Procedure details: Trifluoroacetic acid (5 ml) was added to tert-butyl (1RS,2RS)-2-hydroxy-2-(5-phenoxypyridin-2-yl)-1-[3-(1,1,2,2-tetrafluoroethoxy)benzyl]ethylcarbamate (300 mg, 0.56 mmol), and the mixture was stirred at 0° C. for 10 min. The reaction solution was neutralized with saturated aqueous sodium hydrogen carbonate, and extracted with ethyl acetate (20 ml×2). The extract was washed with saturated brine, dried (anhydrous magnesium sulfate) and evaporated under reduced pressure. To the residue in acetonit...